This data is from the Open Reaction Database (ORD), a public repository of structured organic reaction records. The task is: describe an organic reaction: reactants, conditions, products, and yield Reactants: Cc1ccc(NC(=O)CN2C(=O)c3ccccc3C2=O)c(C)c1C(O[SiH](c1ccccc1)c1ccccc1)C(C)(C)C, CI, CN(C)C=O, CCOC(C)=O, [H-], [Na+], O. The product is Cc1ccc(N(C)C(=O)CN2C(=O)c3ccccc3C2=O)c(C)c1C(O[SiH](c1ccccc1)c1ccccc1)C(C)(C)C. As a reaction SMILES: [C:1]([CH3:2])([CH3:3])([CH3:4])[CH:5]([c:6]1[c:7]([CH3:28])[c:8]([NH:13][C:14]([CH2:15][N:16]2[C:17](=[O:26])[c:18]3[c:19]([cH:22][cH:23][cH:24][cH:25]3)[C:20]2=[O:21])=[O:27])[cH:9][cH:10][c:11]1[CH3:12])[O:29][SiH:30]([c:31]1[cH:32][cH:33][cH:34][cH:35][cH:36]1)[c:37]1[cH:38][cH:39][cH:40][cH:41][cH:42]1.[CH3:45][I:46].[CH3:48][N:49]([CH3:50])[CH:51]=[O:52].[CH3:53][CH2:54][O:55][C:56](=[O:57])[CH3:58].[H-:43].[Na+:44].[OH2:47]>>[C:1]([CH3:2])([CH3:3])([CH3:4])[CH:5]([c:6]1[c:7]([CH3:28])[c:8]([N:13]([C:14]([CH2:15][N:16]2[C:17](=[O:26])[c:18]3[c:19]([cH:22][cH:23][cH:24][cH:25]3)[C:20]2=[O:21])=[O:27])[CH3:45])[cH:9][cH:10][c:11]1[CH3:12])[O:29][SiH:30]([c:31]1[cH:32][cH:33][cH:34][cH:35][cH:36]1)[c:37]1[cH:38][cH:39][cH:40][cH:41][cH:42]1. Reactants: FC1=C(C=CC=C1)N1CCN(CC1)CCCC1=C2C(C(=O)NC2=O)=CC=C1 (3-[4-(2-fluorophenyl)piperazin-1-yl]propylphthalimide), O.NN (hydrazine hydrate), C(C)O (ethanol). Run in C(C)(=O)OCC (ethyl acetate), C(C)OCC (diethyl ether), 10L. Run at temperature 90 celsius. The product is FC1=C(C=CC=C1)N1CCN(CC1)CCCN (3-[4-(2-fluorophenyl)piperazin-1-yl]propylamine). Yield: 47.5%. As a reaction SMILES: [F:1][C:2]1[CH:7]=[CH:6][CH:5]=[CH:4][C:3]=1[N:8]1[CH2:13][CH2:12][N:11]([CH2:14][CH2:15][CH2:16]C2C=CC=C3C(NC(=O)C=23)=O)[CH2:10][CH2:9]1.O.[NH2:29]N.C(O)C>C(OCC)(=O)C.C(OCC)C>[F:1][C:2]1[CH:7]=[CH:6][CH:5]=[CH:4][C:3]=1[N:8]1[CH2:9][CH2:10][N:11]([CH2:14][CH2:15][CH2:16][NH2:29])[CH2:12][CH2:13]1 |f:1.2|. Procedure: A mixture of 3-[4-(2-fluorophenyl)piperazin-1-yl]propylphthalimide (1.87 g, 5.09 mmol) and hydrazine hydrate (305 mg, 6.11 mol) in 10L of ethanol was heated at 90° C. for 2 hours. The mixture was allowed to cool to room temperature and then diluted with 4 mL of ethyl acetate and 60 mL of diethyl ether. The mixture was filtered and the solvents were removed by evaporation to give 3-[4-(2-fluorophenyl)piperazin-1-yl]propylamine (574 g, 2.42 mmol). Reactants: NC1(CCCCC1)C(=O)O (1-amino-cyclohexanecarboxylic acid), CO (methanol), S(=O)(Cl)Cl (thionyl chloride). Run at temperature 2.5 celsius, time 2 day. Product: Cl.COC(=O)C1(CCCCC1)N (1-amino-cyclohexanecarboxylic acid methylester hydrochloride). Isolated yield 79.0%. RXN SMILES: [NH2:1][C:2]1([C:8]([OH:10])=[O:9])[CH2:7][CH2:6][CH2:5][CH2:4][CH2:3]1.S(Cl)([Cl:13])=O.[CH3:15]O>>[ClH:13].[CH3:15][O:9][C:8]([C:2]1([NH2:1])[CH2:7][CH2:6][CH2:5][CH2:4][CH2:3]1)=[O:10] |f:3.4|. Procedure details: A 100-mL flask was charged with 1-amino-cyclohexanecarboxylic acid (3.0 g, 20.9 mmol) and methanol (50 mL). The mixture was cooled to 0-5° C. by ice bath and thionyl chloride (7.6 mL, 104 mmol) was slowly added thereto. After the addition was completed, the ice bath was removed. At room temperature, the mixture was stirred for 2 days. The resultant product was vacuum-distilled to remove a solvent, and then added with ethyl ether (50 ml), stirred at room temperature for 30 minutes, and filtered. ... Starting materials: FC1=CC=C(C=O)C=C1 (4-fluorobenzaldehyde), CSC1=CC=C(N)C=C1 (4-methylthioaniline). Yields the product FC1=CC=C(C=NC2=CC=C(C=C2)SC)C=C1 (N-(4-Fluorobenzylidene)-4-methylthioaniline), crystals. Isolated yield 87.0%. RXN SMILES: [F:1][C:2]1[CH:9]=[CH:8][C:5]([CH:6]=O)=[CH:4][CH:3]=1.[CH3:10][S:11][C:12]1[CH:18]=[CH:17][C:15]([NH2:16])=[CH:14][CH:13]=1>>[F:1][C:2]1[CH:9]=[CH:8][C:5]([CH:6]=[N:16][C:15]2[CH:17]=[CH:18][C:12]([S:11][CH3:10])=[CH:13][CH:14]=2)=[CH:4][CH:3]=1. Procedure details: Following a procedure similar to that described in Example 1(i), but using 4-fluorobenzaldehyde and 4-methylthioaniline as starting materials, the title compound was obtained as a pale yellow needle-like crystals (yield 87%). Starting materials: OCCCO, Cn1c(C(F)(F)F)cc(=O)n(-c2ccc(Cl)c(C=O)c2)c1=O, ClCCl, Cc1ccc(S(=O)(=O)O)cc1. Product: Cn1c(C(F)(F)F)cc(=O)n(-c2ccc(Cl)c(C3OCCCO3)c2)c1=O. Reaction SMILES: [CH2:23]([CH2:24][CH2:25][OH:26])[OH:27].[Cl:1][c:2]1[c:3]([CH:21]=[O:22])[cH:4][c:5](-[n:8]2[c:9](=[O:20])[n:10]([CH3:19])[c:11]([C:15]([F:16])([F:17])[F:18])[cH:12][c:13]2=[O:14])[cH:6][cH:7]1.[Cl:39][CH2:40][Cl:41].[c:28]1([CH3:29])[cH:30][cH:31][c:32]([S:33]([OH:34])(=[O:35])=[O:36])[cH:37][cH:38]1>>[Cl:1][c:2]1[c:3]([CH:21]2[O:22][CH2:23][CH2:24][CH2:25][O:26]2)[cH:4][c:5](-[n:8]2[c:9](=[O:20])[n:10]([CH3:19])[c:11]([C:15]([F:16])([F:17])[F:18])[cH:12][c:13]2=[O:14])[cH:6][cH:7]1. The reactants are ClC1=C(OCCCOCN2C(C=C(C3=CC=CC=C23)O)=O)C=CC(=C1)OC (1-[3-(2-chloro-4-methoxyphenoxy)propyloxymethyl]-4-hydroxy-2(1H)-quinolinone), C(=O)C=1C(NC2=CC=CC=C2C1O)=O (3-formyl-4-hydroxy-2(1H)-quinolinone). Product: ClC1=C(OCCCOCN2C(C(=C(C3=CC=CC=C23)O)C=O)=O)C=CC(=C1)OC (1-[3-(2-Chloro-4-Methoxyphenoxy)-propoxymethyl]-3-Formyl-4-Hydroxy-2(1H)-Quinolinone). As a reaction SMILES: [Cl:1][C:2]1[CH:25]=[C:24]([O:26][CH3:27])[CH:23]=[CH:22][C:3]=1[O:4][CH2:5][CH2:6][CH2:7][O:8][CH2:9][N:10]1[C:19]2[C:14](=[CH:15][CH:16]=[CH:17][CH:18]=2)[C:13]([OH:20])=[CH:12][C:11]1=[O:21].[CH:28](C1C(=O)NC2C(C=1O)=CC=CC=2)=[O:29]>>[Cl:1][C:2]1[CH:25]=[C:24]([O:26][CH3:27])[CH:23]=[CH:22][C:3]=1[O:4][CH2:5][CH2:6][CH2:7][O:8][CH2:9][N:10]1[C:19]2[C:14](=[CH:15][CH:16]=[CH:17][CH:18]=2)[C:13]([OH:20])=[C:12]([CH:28]=[O:29])[C:11]1=[O:21]. Procedure: Following the procedure set forth in Preparation B, 1-[3-(2-chloro-4-methoxyphenoxy)propyloxymethyl]-4-hydroxy-2(1H)-quinolinone was converted to 1[3-(2-chloro-4-methoxy)phenoxy)propyloxymethyl]-3-formyl-4-hydroxy-2(1H)-quinolinone. That the expected product was obtained was confirmed by the spectral data: MS: m/e 417 (M·+); NMR (CDCl3): δ2.01 (q, 2H, CH2), 3.75 (s, 3H, OCH3), 3.85 (q, 4H, CH2 --O), 10.21 (s, 1H, CHO). As a reaction SMILES: [CH2:19]([CH3:20])[O:21][C:22](=[O:23])[c:24]1[cH:25][c:26]2[c:27]([n:28][c:29]([NH2:33])[n:30][c:31]2[Cl:32])[s:34]1.[CH3:1][c:2]1[c:3]([B:16]([OH:17])[OH:18])[cH:4][cH:5][c:6]([O:8][CH2:9][c:10]2[cH:11][cH:12][cH:13][cH:14][cH:15]2)[cH:7]1.[Na+:39].[O-:35][C:36]([OH:37])=[O:38].[O:40]=[CH:41][N:42]([CH3:43])[CH3:44]>>[CH3:1][c:2]1[c:3](-[c:31]2[c:26]3[cH:25][c:24]([C:22]([O:21][CH2:19][CH3:20])=[O:23])[s:34][c:27]3[n:28][c:29]([NH2:33])[n:30]2)[cH:4][cH:5][c:6]([O:8][CH2:9][c:10]2[cH:11][cH:12][cH:13][cH:14][cH:15]2)[cH:7]1. Reactants: CCOC(=O)c1cc2c(Cl)nc(N)nc2s1, Cc1cc(OCc2ccccc2)ccc1B(O)O, [Na+], O=C([O-])O, CN(C)C=O. Yields the product CCOC(=O)c1cc2c(-c3ccc(OCc4ccccc4)cc3C)nc(N)nc2s1.